Dataset: the Open Reaction Database (ORD), a public repository of structured organic reaction records. Task: describe an organic reaction: reactants, conditions, products, and yield Starting materials: CCOC(=O)C(C)P(=O)(OCC)OCC (triethyl 2-phosphonopropionate), C(C)(C)[N-]C(C)C.[Li+] (lithium diisopropylamide), N1=CC(=CC=C1)N1C=C(C2=CC=CC=C12)C=O (N-(3-pyridyl)indole-3-carboxaldehyde). Solvent: O1CCCC1 (tetrahydrofuran). Conditions: time 20 minute. Yields the product C(C)OC(=O)C(=CC1=CN(C2=CC=CC=C12)C=1C=NC=CC1)C (3-[2-(ethoxycarbonyl)prop-1-enyl]-N-(3-pyridyl)indole). Reaction SMILES: C([N-]C(C)C)(C)C.[Li+].[CH3:9][CH2:10][O:11][C:12]([CH:14](P(OCC)(OCC)=O)[CH3:15])=[O:13].[N:24]1[CH:29]=[CH:28][CH:27]=[C:26]([N:30]2[C:38]3[C:33](=[CH:34][CH:35]=[CH:36][CH:37]=3)[C:32]([CH:39]=O)=[CH:31]2)[CH:25]=1>O1CCCC1>[CH2:10]([O:11][C:12]([C:14]([CH3:15])=[CH:39][C:32]1[C:33]2[C:38](=[CH:37][CH:36]=[CH:35][CH:34]=2)[N:30]([C:26]2[CH:25]=[N:24][CH:29]=[CH:28][CH:27]=2)[CH:31]=1)=[O:13])[CH3:9] |f:0.1|. Procedure: A solution of lithium diisopropylamide (from 1.4 ml of diisopropylamine and 6.3 ml of 1.6M n-butyllithium in hexane) in 25 ml of dry tetrahydrofuran under nitrogen is cooled to -70° and 2.14 ml of triethyl 2-phosphonopropionate is added dropwise. The reaction mixture is stirred for 20 minutes at -70° and 2.0 g of N-(3-pyridyl)indole-3-carboxaldehyde is added. The reaction is allowed to warm to room temperature for 14 hours. The solvent is evaporated and the residue is partitioned between 20 ml o... Reported procedure: A mixture of methyl 3-[2-[4-(5-methyl-2-phenyl-4-oxazolylmethoxy)phenylthio]-4-phenyl-5-oxazolyl]propionate (250 mg), lithium hydroxide hydrate (61.4 mg), tetrahydrofuran (6 ml), water (4 ml) and methanol (4 ml) was stirred at room temperature for 2 hrs. 1N Hydrochloric acid (1.5 ml) was added to the reaction mixture and the mixture was extracted with ethyl acetate. The ethyl acetate layer was washed with saturated brine, dried (MgSO4) and concentrated to give 3-[2-[4-(5-methyl-2-phenyl-4-oxazol... Run in CO (methanol), O (water). Reactants: CC1=C(N=C(O1)C1=CC=CC=C1)COC1=CC=C(C=C1)SC=1OC(=C(N1)C1=CC=CC=C1)CCC(=O)OC (methyl 3-[2-[4-(5-methyl-2-phenyl-4-oxazolylmethoxy)phenylthio]-4-phenyl-5-oxazolyl]propionate), O.[OH-].[Li+] (lithium hydroxide hydrate), O1CCCC1 (tetrahydrofuran), Cl (Hydrochloric acid). Reaction conditions: time 2 hour. Yield: 82.2%. Product: CC1=C(N=C(O1)C1=CC=CC=C1)COC1=CC=C(C=C1)SC=1OC(=C(N1)C1=CC=CC=C1)CCC(=O)O (3-[2-[4-(5-methyl-2-phenyl-4-oxazolylmethoxy)phenylthio]-4-phenyl-5-oxazolyl]propionic acid). Reaction SMILES: [CH3:1][C:2]1[O:6][C:5]([C:7]2[CH:12]=[CH:11][CH:10]=[CH:9][CH:8]=2)=[N:4][C:3]=1[CH2:13][O:14][C:15]1[CH:20]=[CH:19][C:18]([S:21][C:22]2[O:23][C:24]([CH2:33][CH2:34][C:35]([O:37]C)=[O:36])=[C:25]([C:27]3[CH:32]=[CH:31][CH:30]=[CH:29][CH:28]=3)[N:26]=2)=[CH:17][CH:16]=1.O.[OH-].[Li+].O1CCCC1.Cl>CO.O>[CH3:1][C:2]1[O:6][C:5]([C:7]2[CH:12]=[CH:11][CH:10]=[CH:9][CH:8]=2)=[N:4][C:3]=1[CH2:13][O:14][C:15]1[CH:16]=[CH:17][C:18]([S:21][C:22]2[O:23][C:24]([CH2:33][CH2:34][C:35]([OH:37])=[O:36])=[C:25]([C:27]3[CH:28]=[CH:29][CH:30]=[CH:31][CH:32]=3)[N:26]=2)=[CH:19][CH:20]=1 |f:1.2.3|. Reactants: ClC1=NC(=C(C=C1C=CC(=O)OCC)C)C (Ethyl 3-(2-chloro-5,6-dimethyl-3-pyridyl)acrylate). The reagents and catalysts are [Pd] (palladium-on-charcoal). Solvent: C(C)O (ethanol). Yields the product CC=1C=C(C=NC1C)CCC(=O)OCC (ethyl 3-(5,6-dimethyl-3-pyridyl)propionate). The yield is 80.0%. As a reaction SMILES: Cl[C:2]1[C:7]([CH:8]=[CH:9][C:10]([O:12][CH2:13][CH3:14])=[O:11])=[CH:6][C:5]([CH3:15])=[C:4]([CH3:16])[N:3]=1>C(O)C.[Pd]>[CH3:15][C:5]1[CH:6]=[C:7]([CH2:8][CH2:9][C:10]([O:12][CH2:13][CH3:14])=[O:11])[CH:2]=[N:3][C:4]=1[CH3:16]. Procedure details: Ethyl 3-(2-chloro-5,6-dimethyl-3-pyridyl)acrylate (32.7 gZ) in ethanol (500 ml) was hydrogenated at 25°-30° and 344 kPa using palladium-on-charcoal catalyst (5%, 3 g). The mixture was filtered and the filtrate was evaporated to an oil which was partitioned between chloroform and 2 N hydrochloric acid. The aqueous phase was made basic with aqueous sodium hyroxide, extracted with chloroform and the chloroform extracts were evaporated to give ethyl 3-(5,6-dimethyl-3-pyridyl)propionate (21.8 g, 80%)... Reactants: ClCCl, O=C(O)C(F)(F)F, CC(C)(C)OC(=O)NC(CCCCNC(=O)OCC1c2ccccc2-c2ccccc21)C(=O)N1CCCC1c1cncc(C(=O)c2ccc(F)cc2)c1. Product: NC(CCCCNC(=O)OCC1c2ccccc2-c2ccccc21)C(=O)N1CCCC1c1cncc(C(=O)c2ccc(F)cc2)c1. Reaction SMILES: [Cl:61][CH2:62][Cl:63].[OH:54][C:55]([C:56]([F:57])([F:58])[F:59])=[O:60].[cH:1]1[cH:2][cH:3][cH:4][c:5]2[c:13]1[CH:12]([CH2:14][O:15][C:16]([NH:17][CH2:18][CH2:19][CH2:20][CH2:21][CH:22]([C:23](=[O:24])[N:25]1[CH:26]([c:30]3[cH:31][n:32][cH:33][c:34]([C:36]([c:37]4[cH:38][cH:39][c:40]([F:43])[cH:41][cH:42]4)=[O:44])[cH:35]3)[CH2:27][CH2:28][CH2:29]1)[NH:45][C:46]([O:47][C:48]([CH3:49])([CH3:50])[CH3:51])=[O:52])=[O:53])[c:11]1[c:6]-2[cH:7][cH:8][cH:9][cH:10]1>>[cH:1]1[cH:2][cH:3][cH:4][c:5]2[c:13]1[CH:12]([CH2:14][O:15][C:16]([NH:17][CH2:18][CH2:19][CH2:20][CH2:21][CH:22]([C:23](=[O:24])[N:25]1[CH:26]([c:30]3[cH:31][n:32][cH:33][c:34]([C:36]([c:37]4[cH:38][cH:39][c:40]([F:43])[cH:41][cH:42]4)=[O:44])[cH:35]3)[CH2:27][CH2:28][CH2:29]1)[NH2:45])=[O:53])[c:11]1[c:6]-2[cH:7][cH:8][cH:9][cH:10]1. Reactants: N1C2=C(C=C1)C(NC2)=O (5,6-dihydropyrrolo[3,4-b]pyrrol-4(1H)-one), C(C)(C)(C)OC(=O)NC1(CC1)C(=O)O (1-((tert-butoxycarbonyl)amino)cyclopropanecarboxylic acid). Yields the product N1C2=C(C=C1)C(NC21CC1)=O (1′H-spiro[cyclopropane-1,6′-pyrrolo[3,4-b]pyrrol]-4′(5′H)-one). RXN SMILES: [NH:1]1[CH:5]=[CH:4][C:3]2[C:6](=[O:9])[NH:7][CH2:8][C:2]1=2.[C:10](OC(NC1(C(O)=O)CC1)=O)(C)(C)[CH3:11]>>[NH:1]1[CH:5]=[CH:4][C:3]2[C:6](=[O:9])[NH:7][C:8]3([CH2:11][CH2:10]3)[C:2]1=2. Reported procedure: This compound was prepared in a manner similar to that described for Intermediate 703, starting from 1-((tert-butoxycarbonyl)amino)cyclopropanecarboxylic acid. 1H NMR (400 MHz, DMSO-d6) δ ppm 11.08 (1H, br.), 7.53 (1H, s), 6.82 (1H, s), 6.11 (1H, d, J=2.2 Hz), 1.3 (2H, m), 1.27 (2H, m). m/z (ESI, +ve) 149.0 (M+H)+. Starting materials: C1(CCCC1)OC1=C(C=NO)C=CC=C1OC (2-(cyclopentyloxy)-3-methoxybenzaldehyde oxime), [H][H] (hydrogen), crude product, Cl (hydrochloric acid). The reagents and catalysts are [Ni] (Raney nickel). The solvent is CO (methanol), C(C)(=O)OCC (ethyl acetate), C(C)(=O)OCC (ethyl acetate). Run at time 20 minute. The product is Cl.C1(CCCC1)OC1=C(C=CC=C1OC)CN (1-[2-(cyclopentyloxy)-3-methoxyphenyl]methanamine hydrochloride). As a reaction SMILES: [CH:1]1([O:6][C:7]2[C:15]([O:16][CH3:17])=[CH:14][CH:13]=[CH:12][C:8]=2[CH:9]=[N:10]O)[CH2:5][CH2:4][CH2:3][CH2:2]1.[H][H].[ClH:20]>CO.[Ni].C(OCC)(=O)C>[ClH:20].[CH:1]1([O:6][C:7]2[C:15]([O:16][CH3:17])=[CH:14][CH:13]=[CH:12][C:8]=2[CH2:9][NH2:10])[CH2:2][CH2:3][CH2:4][CH2:5]1 |f:6.7|. Procedure: To a stirred solution of 2-(cyclopentyloxy)-3-methoxybenzaldehyde oxime (3 g, 12.448 mmol) in methanol (10 ml) was added catalytic amount of Raney nickel (0.30 g) at room temperature. The reaction mixture was stirred for 3 h at 50 psi hydrogen pressure in Paar hydrogenation apparatus. The reaction mixture was filtered through celite bed, dried (Na2SO4), filtered and concentrated to get the crude product. The crude product was then dissolved in ethyl acetate, to which hydrochloric acid in ethyl a... The reactants are BrCCCCOC1=CC=C2C=CC(NC2=C1)=O (7-(4-bromobutoxy)quinolin-2(1H)-one), [Na+].[I-] (NaI), CC#N (CH3CN), Cl.ClC1=C(C=CC=C1Cl)N1CCNCC1 (1-(2,3-dichlorophenyl)piperazine hydrochloride salt), C(=O)([O-])[O-].[K+].[K+] (K2CO3). Reaction conditions: time 8 hour. Product: ClC1=C(C=CC=C1Cl)N1CCN(CC1)CCCOC1=CC2=C(NC(N2)=O)C=C1 (5-(3-(4-(2,3-dichlorophenyl)piperazin-1-yl)propoxy)-1H-benzo[d]imidazol-2(3H)-one). Isolated yield 32.0%. RXN SMILES: BrC[CH2:3][CH2:4][CH2:5][O:6][C:7]1[CH:16]=[C:15]2[C:10](C=C[C:13](=[O:17])[NH:14]2)=[CH:9][CH:8]=1.[Na+].[I-].Cl.[Cl:21][C:22]1[C:27]([Cl:28])=[CH:26][CH:25]=[CH:24][C:23]=1[N:29]1[CH2:34][CH2:33][NH:32][CH2:31][CH2:30]1.C([O-])([O-])=O.[K+].[K+].CC#[N:43]>>[Cl:21][C:22]1[C:27]([Cl:28])=[CH:26][CH:25]=[CH:24][C:23]=1[N:29]1[CH2:34][CH2:33][N:32]([CH2:3][CH2:4][CH2:5][O:6][C:7]2[CH:8]=[CH:9][C:10]3[NH:43][C:13](=[O:17])[NH:14][C:15]=3[CH:16]=2)[CH2:31][CH2:30]1 |f:1.2,3.4,5.6.7|. Reported procedure: A mixture of intermediate 48 (110 mg, 0.39 mmol) and NaI (117 mg, 0.78 mmol) in CH3CN was heated to reflux for 30 min and then cooled to rt. Intermediate 41 (156 mg, 0.59 mmol) and anhydrous K2CO3 (215 mg, 1.56 mmol) were added to the mixture. The resulting mixture was heated to reflux and stirred overnight. Precipitated crystals were filtered off and the filtrate was evaporated under reduced pressure. The residue was extracted with EtOAc. The combined EtOAc layers were washed with brine, dried ... The reactants are N(=NC(=O)OC(C)C)C(=O)OC(C)C (diisopropyl azodicarboxylate), C(C)OC(=O)C=1C=NNC1 (1H-pyrazole-4-carboxylic acid ethyl ester), C1(=CC=CC=C1)[C@@H](C)O ((R)-1-phenylethanol), C1(=CC=CC=C1)P(C1=CC=CC=C1)C1=CC=CC=C1 (triphenylphosphine). Solvent: O1CCCC1 (tetrahydrofuran). Reaction conditions: time 10 minute. Product: intermediate ( 6f ), C(C)OC(=O)C=1C=NN(C1)[C@@H](C)C1=CC=CC=C1 (1((S)-1-Phenyl-ethyl)-1H-pyrazole-4-carboxylic acid ethyl ester). RXN SMILES: [CH2:1]([O:3][C:4]([C:6]1[CH:7]=[N:8][NH:9][CH:10]=1)=[O:5])[CH3:2].[C:11]1([C@H:17](O)[CH3:18])[CH:16]=[CH:15][CH:14]=[CH:13][CH:12]=1.C1(P(C2C=CC=CC=2)C2C=CC=CC=2)C=CC=CC=1.N(C(OC(C)C)=O)=NC(OC(C)C)=O>O1CCCC1>[CH2:1]([O:3][C:4]([C:6]1[CH:7]=[N:8][N:9]([C@H:17]([C:11]2[CH:16]=[CH:15][CH:14]=[CH:13][CH:12]=2)[CH3:18])[CH:10]=1)=[O:5])[CH3:2]. Reported procedure: A 20 mL microwave vial was charged with 1H-pyrazole-4-carboxylic acid ethyl ester (1 g, 7.1 mmol), (R)-1-phenylethanol (1.31 mL, 10.7 mmol), triphenylphosphine (3 g, 11.4 mmol) and tetrahydrofuran (15 mL). The reaction was stirred at ambient temperature for 10 minutes before adding diisopropyl azodicarboxylate (2.25 mL, 11.14 mmol) with cooling. The vial was heated under microwave irradiation at 140° C. for 15 mins. After cooling, the solvent was removed in vacuo and the residue purified by flas... Procedure: To a solution of (2S,3R)-benzyl 2-((1,3-dioxoisoindolin-2-yl)methyl)-3-methylpiperidine-1-carboxylate (14.2 g, 36.1 mmol) in acetic acid (40 ml) was added 10% Pd/C (1.5 g). The reaction was then stirred under H2 until HPLC indicated complete removal of the Cbz group. The reaction was the filtered through diatomaceous earth and concentrated. The crude residue was then dissolved in EtOAc and washed with saturated NaHCO3, brine, dried (MgSO4), and concentrated to yield the title compound as a yello... Reagents/catalysts: [Pd] (Pd/C). Reaction SMILES: [O:1]=[C:2]1[C:10]2[C:5](=[CH:6][CH:7]=[CH:8][CH:9]=2)[C:4](=[O:11])[N:3]1[CH2:12][C@@H:13]1[C@H:18]([CH3:19])[CH2:17][CH2:16][CH2:15][N:14]1C(OCC1C=CC=CC=1)=O>C(O)(=O)C.[Pd]>[CH3:19][C@@H:18]1[CH2:17][CH2:16][CH2:15][NH:14][C@@H:13]1[CH2:12][N:3]1[C:4](=[O:11])[C:5]2[C:10](=[CH:9][CH:8]=[CH:7][CH:6]=2)[C:2]1=[O:1]. Yield: 87.9%. The product is C[C@H]1[C@H](NCCC1)CN1C(C2=CC=CC=C2C1=O)=O (2-(((2S,3R)-3-Methylpiperidin-2-yl)methyl)isoindoline-1,3-dione). The reactants are O=C1N(C(C2=CC=CC=C12)=O)C[C@H]1N(CCC[C@H]1C)C(=O)OCC1=CC=CC=C1 ((2S,3R)-benzyl 2-((1,3-dioxoisoindolin-2-yl)methyl)-3-methylpiperidine-1-carboxylate). Run in C(C)(=O)O (acetic acid).